Task: describe an organic reaction: reactants, conditions, products, and yield. Dataset: the Open Reaction Database (ORD), a public repository of structured organic reaction records The product is C(C)(=O)C1C(OC(C2=CC=C(C=C12)OC)=O)=O (4-Acetyl-6-methoxyisochroman-1,3-dione). Reaction SMILES: N[C@H:2]([C:5](O)=[O:6])C[SeH].[C:8]([CH2:11][C:12]1[CH:20]=[C:19]([O:21][CH3:22])[CH:18]=[CH:17][C:13]=1[C:14]([OH:16])=[O:15])([OH:10])=O.C(OC(=O)C)(=O)C>N1C=CC=CC=1.C(OCC)C>[C:5]([CH:11]1[C:12]2[C:13](=[CH:17][CH:18]=[C:19]([O:21][CH3:22])[CH:20]=2)[C:14](=[O:15])[O:16][C:8]1=[O:10])(=[O:6])[CH3:2]. Solvent: N1=CC=CC=C1 (pyridine), C(C)OCC (diethyl ether). Reaction conditions: time 3 hour. Reactants: N[C@@H](C[SeH])C(=O)O (Sec), C(C)(=O)OC(C)=O (acetic anhydride), 25B, C(=O)(O)CC1=C(C(=O)O)C=CC(=C1)OC (2-carboxymethyl-4-methoxybenzoic acid). Procedure details: Following a literature procedure (Ind. J. Chem. Sec. B, 1986, 25B, 640-643), 2-carboxymethyl-4-methoxybenzoic acid (1.0 g; 4.8 mmol) was dissolved in a mixture of pyridine (1.4 mL) and acetic anhydride (8.6 mL; 9.3 g; 91 mmol) then stirred for 3 hours, during which time a solid had formed. The suspension was diluted with diethyl ether, filtered and the filter cake washed with diethyl ether. Yield: 905 mg (81%) of 4-acetyl-6-methoxyisochroman-1,3-dione. Starting materials: ClC=1C2=C(C(=NC1)OC)C(=NN2C2=C(C=CC=C2F)F)C=2C=NNC2 (7-chloro-1-(2,6-difluorophenyl)-4-methoxy-3-(1H-pyrazol-4-yl)-1H-pyrazolo[4,3-c]pyridine), O1CCC(CC1)O (tetrahydro-2H-pyran-4-ol), C1(=CC=CC=C1)P(C1=CC=CC=C1)C1=CC=CC=C1 (triphenylphosphine), N(=N\C(=O)OC(C)(C)C)/C(=O)OC(C)(C)C (di-tert-butyl (E)-diazene-1,2-dicarboxylate). Run in O (water), O1CCCC1 (tetrahydrofuran). Reaction conditions: time 8 hour. Product: ClC=1C2=C(C(=NC1)OC)C(=NN2C2=C(C=CC=C2F)F)C=2C=NN(C2)C2CCOCC2 (7-chloro-1-(2,6-difluorophenyl)-4-methoxy-3-(1-(tetrahydro-2H-pyran-4-yl)-1H-pyrazol-4-yl)-1H-pyrazolo[4,3-c]pyridine). As a reaction SMILES: [Cl:1][C:2]1[C:3]2[N:12]([C:13]3[C:18]([F:19])=[CH:17][CH:16]=[CH:15][C:14]=3[F:20])[N:11]=[C:10]([C:21]3[CH:22]=[N:23][NH:24][CH:25]=3)[C:4]=2[C:5]([O:8][CH3:9])=[N:6][CH:7]=1.[O:26]1[CH2:31][CH2:30][CH:29](O)[CH2:28][CH2:27]1.C1(P(C2C=CC=CC=2)C2C=CC=CC=2)C=CC=CC=1.N(/C(OC(C)(C)C)=O)=N\C(OC(C)(C)C)=O>O1CCCC1.O>[Cl:1][C:2]1[C:3]2[N:12]([C:13]3[C:18]([F:19])=[CH:17][CH:16]=[CH:15][C:14]=3[F:20])[N:11]=[C:10]([C:21]3[CH:25]=[N:24][N:23]([CH:29]4[CH2:30][CH2:31][O:26][CH2:27][CH2:28]4)[CH:22]=3)[C:4]=2[C:5]([O:8][CH3:9])=[N:6][CH:7]=1. Procedure details: To a solution of 7-chloro-1-(2,6-difluorophenyl)-4-methoxy-3-(1H-pyrazol-4-yl)-1H-pyrazolo[4,3-c]pyridine in tetrahydrofuran (3 mL) were added tetrahydro-2H-pyran-4-ol (0.160 ml), triphenylphosphine (527 mg) and di-tert-butyl (E)-diazene-1,2-dicarboxylate (2.505 ml) at room temperature, and the mixture was stirred overnight at room temperature. To the reaction mixture was added water, and the mixture was extracted with ethyl acetate. The organic layer was washed with saturated brine, dried over ... Product: C(=O)(C(F)(F)F)O.N[C@@H](CS)C(=O)O.NC1=C(C=C(C(=O)N[C@@H](CCSC)C(=O)O)C=C1)OC (TFA Cysteine 4-amino-3-methoxybenzoyl methionine). Run in O (H2O), O (H2O), C(Cl)Cl (CH2Cl2). Reaction SMILES: C([NH:8][C@H:9]([C:31]([OH:33])=[O:32])[CH2:10][S:11]C(C1C=CC=CC=1)(C1C=CC=CC=1)C1C=CC=CC=1)(OC(C)(C)C)=O.C[O:35][C:36](=[O:54])[C@H:37]([CH2:50][CH2:51][S:52][CH3:53])[NH:38][C:39](=[O:49])[C:40]1[CH:45]=[CH:44][C:43]([NH2:46])=[C:42]([O:47][CH3:48])[CH:41]=1.[Li+].[OH-].[SiH](CC)(CC)CC.[C:64]([OH:70])([C:66]([F:69])([F:68])[F:67])=[O:65].Cl.N[C@H](C(O)=O)CS.NC1C=CC(C(N[C@H](C(O)=O)CCSC)=O)=CC=1>C(Cl)Cl.O>[C:64]([OH:70])([C:66]([F:69])([F:68])[F:67])=[O:65].[NH2:8][C@H:9]([C:31]([OH:33])=[O:32])[CH2:10][SH:11].[NH2:46][C:43]1[CH:44]=[CH:45][C:40]([C:39]([NH:38][C@H:37]([C:36]([OH:54])=[O:35])[CH2:50][CH2:51][S:52][CH3:53])=[O:49])=[CH:41][C:42]=1[O:47][CH3:48] |f:0.1,2.3,6.7.8,11.12.13|. Starting materials: C(=O)(OC(C)(C)C)N[C@@H](CSC(C1=CC=CC=C1)(C1=CC=CC=C1)C1=CC=CC=C1)C(=O)O.COC([C@@H](NC(C1=CC(=C(C=C1)N)OC)=O)CCSC)=O (N-BOC-S-trityl-cysteine 4-amino-3- methoxybenzoyl methionine methyl ester), Cl.N[C@@H](CS)C(=O)O.NC1=CC=C(C(=O)N[C@@H](CCSC)C(=O)O)C=C1 (HCl cysteine 4-aminobenzoyl methionine), C(=O)(C(F)(F)F)O (TFA), [Li+].[OH-] (LiOH), [SiH](CC)(CC)CC (Et3SiH), amine. Procedure details: N-BOC-S-trityl-cysteine-4-amino-3- methoxybenzoyl methionine methyl ester (0.18 g, 0.24 mmol) was deprotected with LiOH at room temperature as described above to give the free acid. The free acid was then further deprotected in CH2Cl2 (1.2 ml) with Et3SiH (0.04 ml, 0.24 mmol) and TFA (1.2 ml). The product was worked up as described for HCl-cysteine-4-aminobenzoyl methionine in Example 1, and HPLC revealed that the product was impure. The crude material was then purified on the HPLC using 0.1% TF... Starting materials: BrC1=CC=C(C(C=O)=C1)O (5-bromosalicylaldehyde), C1(=CC=CC=C1)B(O)O (phenylboronic acid), tetraxis(triphenylphosphine)palladium(0), COCCOC (DME), C([O-])([O-])=O.[Na+].[Na+] (sodium carbonate). Solvent: O (water), C1(=CC=CC=C1)C (toluene). Conditions: time 17 hour. The product is C(=O)C=1C=C(C=CC1O)C1=CC=CC=C1 (3-formyl-4-hydroxybiphenyl). Isolated yield 78.3%. RXN SMILES: Br[C:2]1[CH:9]=[C:6]([CH:7]=[O:8])[C:5]([OH:10])=[CH:4][CH:3]=1.[C:11]1(B(O)O)[CH:16]=[CH:15][CH:14]=[CH:13][CH:12]=1.COCCOC.C(=O)([O-])[O-].[Na+].[Na+]>C1(C)C=CC=CC=1.O>[CH:7]([C:6]1[CH:9]=[C:2]([C:11]2[CH:16]=[CH:15][CH:14]=[CH:13][CH:12]=2)[CH:3]=[CH:4][C:5]=1[OH:10])=[O:8] |f:3.4.5|. Procedure: In an atmosphere of argon, 496 g (2.46 mol) of 5-bromosalicylaldehyde, 361 g (2.96 mol) of phenylboronic acid, 57 g (49.0 mmol) of tetraxis(triphenylphosphine)palladium(0), 8.6 L of DME and 784 g of sodium carbonate/3.7 L of water were charged, and subjected to heating under reflux with stirring for 17 hours. After cooling the resultant to room temperature, 3 L of toluene was added, and then an aqueous layer was removed. An organic layer was washed with water, and dried with magnesium sulfate. T... Starting materials: C(C)OC(CN=C=N[Si](C)(C)C)OCC (1-(2,2-diethoxyethyl)-3-trimethylsilylcarbodiimide), C(C)(=O)OCC=1CS[C@H]2N(C1C(=O)OC(C)(C)C)C(C2N)=O (t-butyl 3-acetoxymethyl-7-aminoceph-3-em-4-carboxylate), C1(=CC=C(C=C1)S(=O)(=O)O)C (toluene-p-sulphonic acid). The solvent is C(Cl)Cl (CH2Cl2), C(Cl)Cl (CH2Cl2). Run at time 10 minute. Yields the product C(C)(=O)OCC=1CS[C@H]2N(C1C(=O)O)C(C2NC=2NC=CN2)=O (3-acetoxymethyl- 7-(imidazol-2-yl)aminoceph-3-em-4-carboxylic acid). Isolated yield 42.0%. RXN SMILES: [C:1]([O:4][CH2:5][C:6]1[CH2:7][S:8][C@@H:9]2[CH:20]([NH2:21])[C:19](=[O:22])[N:10]2[C:11]=1[C:12]([O:14]C(C)(C)C)=[O:13])(=[O:3])[CH3:2].C1(C)C=CC(S(O)(=O)=O)=CC=1.C(O[CH:37](OCC)[CH2:38][N:39]=[C:40]=[N:41][Si](C)(C)C)C>C(Cl)Cl>[C:1]([O:4][CH2:5][C:6]1[CH2:7][S:8][C@@H:9]2[CH:20]([NH:21][C:40]3[NH:39][CH:38]=[CH:37][N:41]=3)[C:19](=[O:22])[N:10]2[C:11]=1[C:12]([OH:14])=[O:13])(=[O:3])[CH3:2]. Procedure details: To a stirred solution of t-butyl 3-acetoxymethyl-7-aminoceph-3-em-4-carboxylate (164 mg.) in anhydrous CH2Cl2 at room temperature was added a molar solution of anhydrous toluene-p-sulphonic acid in CH2Cl2 (0.5 ml.) and then 1-(2,2-diethoxyethyl)-3-trimethylsilylcarbodiimide (125 μl.). Stirring was continued for 10 minutes and the solvent was evaporated. The residue, t-butyl 3-acetoxymethyl-7-[2-(2,2-diethoxyethyl)-3-trimethylsilyl]guanidinoceph-3-em-4-carboxylate, was dissolved in acetonitrile a...